This data is from the Open Reaction Database (ORD), a public repository of structured organic reaction records. The task is: describe an organic reaction: reactants, conditions, products, and yield Starting materials: C(C1=CC=CC=C1)OCC=1OC2=C(N1)C=CC=1CCC(C12)CCNC(C)=O (N-(2-{2-[(benzyloxy)methyl]-7,8-dihydro-6H-indeno[5,4-d][1,3]oxazol-8-yl}ethyl)acetamide). The reagents and catalysts are [C].[Pd] (palladium-carbon). Run in CO (methanol). Conditions: temperature 50 celsius, time 24 hour. The product is OCC=1OC2=C(N1)C=CC=1CCC(C12)CCNC(C)=O (N-{2-[2-(Hydroxymethyl)-7,8-dihydro-6H-indeno[5,4-d][1,3]oxazol-8-yl]ethyl}acetamide). The yield is 52.9%. Reaction SMILES: C([O:8][CH2:9][C:10]1[O:11][C:12]2[C:21]3[CH:20]([CH2:22][CH2:23][NH:24][C:25](=[O:27])[CH3:26])[CH2:19][CH2:18][C:17]=3[CH:16]=[CH:15][C:13]=2[N:14]=1)C1C=CC=CC=1>CO.[C].[Pd]>[OH:8][CH2:9][C:10]1[O:11][C:12]2[C:21]3[CH:20]([CH2:22][CH2:23][NH:24][C:25](=[O:27])[CH3:26])[CH2:19][CH2:18][C:17]=3[CH:16]=[CH:15][C:13]=2[N:14]=1 |f:2.3|. Reported procedure: To a solution of N-(2-{2-[(benzyloxy)methyl]-7,8-dihydro-6H-indeno[5,4-d][1,3]oxazol-8-yl}ethyl)acetamide (50.0 mg, 0.131 mmol) in methanol (1 mL) was added a 10% palladium-carbon powder (100 mg), and the mixture was stirred at 50° C. for 24 hr under a hydrogen atmosphere. The catalyst was filtered off, and the filtrate was concentrated under reduced pressure. The residue was purified by silica gel column chromatography (methanol/ethyl acetate=0/100→5/95) and recrystallized (ethyl acetate/hexane... RXN SMILES: [NH2:1][C:2]1[N:7]=[C:6]([NH:8][C@H:9]([C:11]2[N:12]([C:23]3[CH:28]=[CH:27][CH:26]=[CH:25][CH:24]=3)[C:13](=[O:22])[C:14]3[C:19]([CH:20]=2)=[CH:18][CH:17]=[CH:16][C:15]=3[Cl:21])[CH3:10])[C:5](C#N)=[CH:4][N:3]=1.[C:31]([O-:34])(O)=[O:32].[Na+]>O1CCOCC1.S(=O)(=O)(O)O.O>[NH2:1][C:2]1[N:7]=[C:6]([NH:8][C@H:9]([C:11]2[N:12]([C:23]3[CH:24]=[CH:25][CH:26]=[CH:27][CH:28]=3)[C:13](=[O:22])[C:14]3[C:19]([CH:20]=2)=[CH:18][CH:17]=[CH:16][C:15]=3[Cl:21])[CH3:10])[C:5]([C:31]([OH:34])=[O:32])=[CH:4][N:3]=1 |f:1.2,4.5|. Yields the product product 117, NC1=NC=C(C(=N1)N[C@@H](C)C=1N(C(C2=C(C=CC=C2C1)Cl)=O)C1=CC=CC=C1)C(=O)O ((S)-2-amino-4-((1-(8-chloro-1-oxo-2-phenyl-1,2-dihydroisoquinolin-3-yl)ethyl)amino)pyrimidine-5-carboxylic acid). Reported procedure: To a solution of (S)-2-amino-4-((1-(8-chloro-1-oxo-2-phenyl-1,2-dihydroisoquinolin-3-yl)ethyl)amino)pyrimidine-5-carbonitrile (53) (495 mg, 1.19 mmol) in anhydrous 1,4-dioxane (20 mL), sulfuric acid/water (1:1, 7 mL) was added dropwise. The reaction mixture was stirred at 90° C. for 60 h. The mixture was allowed to cool to RT and basified with NaHCO3. The precipitate was collected by filtration and then dissolved in water. The resulting mixture was extracted with ethyl acetate. The combined orga... Reaction conditions: temperature 90 celsius, time 60 hour. Solvent: O1CCOCC1 (1,4-dioxane), S(O)(O)(=O)=O.O (sulfuric acid water). Reactants: C(=O)(O)[O-].[Na+] (NaHCO3), NC1=NC=C(C(=N1)N[C@@H](C)C=1N(C(C2=C(C=CC=C2C1)Cl)=O)C1=CC=CC=C1)C#N ((S)-2-amino-4-((1-(8-chloro-1-oxo-2-phenyl-1,2-dihydroisoquinolin-3-yl)ethyl)amino)pyrimidine-5-carbonitrile). The reactants are C(C1=CC=CC=C1)(=O)OCCN1C=NC=2C=NC=3C=CC=CC3C21 (1-(2-benzoyloxyethyl)-1H-imidazo[4,5-c]quinoline), OO (hydrogen peroxide). The solvent is C(C)(=O)O (acetic acid). Conditions: temperature 65 celsius. Product: C(C1=CC=CC=C1)(=O)OCCN1C=NC=2C=[N+](C=3C=CC=CC3C21)[O-] (1-(2-benzoyloxyethyl)-1H-imidazo[4,5-c]-quinolin-5-oxide). Reaction SMILES: [C:1]([O:9][CH2:10][CH2:11][N:12]1[C:24]2[C:23]3[CH:22]=[CH:21][CH:20]=[CH:19][C:18]=3[N:17]=[CH:16][C:15]=2[N:14]=[CH:13]1)(=[O:8])[C:2]1[CH:7]=[CH:6][CH:5]=[CH:4][CH:3]=1.[OH:25]O>C(O)(=O)C>[C:1]([O:9][CH2:10][CH2:11][N:12]1[C:24]2[C:23]3[CH:22]=[CH:21][CH:20]=[CH:19][C:18]=3[N+:17]([O-:25])=[CH:16][C:15]=2[N:14]=[CH:13]1)(=[O:8])[C:2]1[CH:3]=[CH:4][CH:5]=[CH:6][CH:7]=1. Procedure: A mixture of 67.5 g (0.213 mole) of 1-(2-benzoyloxyethyl)-1H-imidazo[4,5-c]quinoline (from Example 118), 36.3 g (0.32 mole) of 30% hydrogen peroxide and 450 ml of glacial acetic acid was heated at 65° C. for two days with stirring. The solution was then evaporated in vacuo, and the residue was added to water. The mixture was neutralized with aqueous sodium hydroxide solution and sodium bicarbonate. The solid was separated by filtration, washed with water and recrystallized from methanol to provi... Run at time 30 minute. Reported procedure: 0.05 mole of 1,4-dihydroxy-2-naphthoic acid was dissolved in 70 ml of DMF, and 10 ml of a 40% aqueous solution of sodium hydroxide was added dropwise to the solution while introducing nitrogen gas. Then, 0.05 mole of α-bromo-propionylethylamide dissolved in 15 ml of DMF was added dropwise and the reaction was conducted at 50° C. for 3 to 4 hours under agitation. After completion of the reaction, the reaction mixture was poured into ice-hydrochloric acid and crystals were recovered by filtration ... Reaction SMILES: [CH:1]1([N:7]=[C:8]=[N:9][CH:10]2[CH2:15][CH2:14][CH2:13][CH2:12][CH2:11]2)[CH2:6][CH2:5][CH2:4][CH2:3][CH2:2]1.[O:16]1CCOCC1>>[C:8]([NH:7][CH:1]1[CH2:2][CH2:3][CH2:4][CH2:5][CH2:6]1)([NH:9][CH:10]1[CH2:15][CH2:14][CH2:13][CH2:12][CH2:11]1)=[O:16]. The product is C(=O)(NC1CCCCC1)NC1CCCCC1 (dicyclohexylurea). The reactants are C1(CCCCC1)N=C=NC1CCCCC1 (dicyclohexylcarbodiimide), O1CCOCC1 (dioxane). Starting materials: [Br-], C[Mg+], [Cl-], Cn1ncc(C=NS(=O)C(C)(C)C)c1Cl, ClCCl, [NH4+]. Product: CC(NS(=O)C(C)(C)C)c1cnn(C)c1Cl. RXN SMILES: [Br-:16].[CH3:17][Mg+:18].[Cl-:19].[Cl:1][c:2]1[c:3]([CH:8]=[N:9][S:10](=[O:11])[C:12]([CH3:13])([CH3:14])[CH3:15])[cH:4][n:5][n:6]1[CH3:7].[Cl:21][CH2:22][Cl:23].[NH4+:20]>>[Cl:1][c:2]1[c:3]([CH:8]([NH:9][S:10](=[O:11])[C:12]([CH3:13])([CH3:14])[CH3:15])[CH3:17])[cH:4][n:5][n:6]1[CH3:7].